This data is from the Open Reaction Database (ORD), a public repository of structured organic reaction records. The task is: describe an organic reaction: reactants, conditions, products, and yield Starting materials: CS(C)=O, Clc1ccc2c(c1)ncc1c3c([nH]c12)CCNC3, N#Cc1ccc(F)cc1, [K+], [K+], O=C([O-])[O-], O. Yields the product N#Cc1ccc(NCCc2[nH]c3c(cnc4cc(Cl)ccc43)c2C=O)cc1. RXN SMILES: [CH3:34][S:35](=[O:36])[CH3:37].[Cl:1][c:2]1[cH:3][cH:4][c:5]2[c:6]3[c:7]([cH:8][n:9][c:10]2[cH:11]1)[c:12]1[c:13]([nH:14]3)[CH2:15][CH2:16][NH:17][CH2:18]1.[F:19][c:20]1[cH:21][cH:22][c:23]([C:24]#[N:25])[cH:26][cH:27]1.[K+:28].[K+:29].[O-:30][C:31]([O-:32])=[O:33].[OH2:38]>>[Cl:1][c:2]1[cH:3][cH:4][c:5]2[c:6]3[c:7]([cH:8][n:9][c:10]2[cH:11]1)[c:12]([CH:18]=[O:30])[c:13]([CH2:15][CH2:16][NH:17][c:20]1[cH:21][cH:22][c:23]([C:24]#[N:25])[cH:26][cH:27]1)[nH:14]3. Starting materials: ClC1=NC2=CC=CC=C2C=C1C=O (2-Chloro-3-quinolinecarboxaldehyde), COC=1C=C(CC#N)C=CC1OC (3,4-dimethoxybenzyl cyanide). The product is ClC1=NC2=CC=CC=C2C=C1\C=C(/C#N)\C1=CC(=C(C=C1)OC)OC ((Z)-3-(2-chloro-quinolin-3-yl)-2-(3,4-dimethoxy-phenyl)-acrylonitrile). Yield: 84.9%. Reaction SMILES: [Cl:1][C:2]1[C:11]([CH:12]=O)=[CH:10][C:9]2[C:4](=[CH:5][CH:6]=[CH:7][CH:8]=2)[N:3]=1.[CH3:14][O:15][C:16]1[CH:17]=[C:18]([CH:22]=[CH:23][C:24]=1[O:25][CH3:26])[CH2:19][C:20]#[N:21]>>[Cl:1][C:2]1[C:11](/[CH:12]=[C:19](/[C:18]2[CH:22]=[CH:23][C:24]([O:25][CH3:26])=[C:16]([O:15][CH3:14])[CH:17]=2)\[C:20]#[N:21])=[CH:10][C:9]2[C:4](=[CH:5][CH:6]=[CH:7][CH:8]=2)[N:3]=1. Procedure details: 2-Chloro-3-quinolinecarboxaldehyde (200 mg) was condensed with 3,4-dimethoxybenzyl cyanide (185 mg) through Method A (production step 2), to thereby yield the target product (yield: 311 mg, 85%). Reactants: N1(CCCC1)C(=O)N.NC1(CCNCC1)C(=O)O (4-amino-piperidine-4-carboxylic acid pyrrolidine-amide), [2H]C(Cl)(Cl)Cl.CO[2H] (CDCl3 MeOD). Yields the product N1(CCCC1)C(=O)N.NC1(CCN(CC1)CCC1=CC=C(C=C1)C1=NC(=CC=C1)N)C(=O)O (4-Amino-1-{2-[4-(6-amino-pyridin-2-yl)-phenyl]-ethyl}-piperidine-4-carboxylic acid pyrrolidine-amide). The yield is 39.0%. RXN SMILES: [N:1]1([C:6]([NH2:8])=[O:7])[CH2:5][CH2:4][CH2:3][CH2:2]1.[NH2:9][C:10]1([C:16]([OH:18])=[O:17])[CH2:15][CH2:14][NH:13][CH2:12][CH2:11]1.[2H]C(Cl)(Cl)Cl.CO[2H]>>[N:1]1([C:6]([NH2:8])=[O:7])[CH2:5][CH2:4][CH2:3][CH2:2]1.[NH2:9][C:10]1([C:16]([OH:18])=[O:17])[CH2:15][CH2:14][N:13]([CH2:14][CH2:15][C:10]2[CH:11]=[CH:12][C:4]([C:5]3[CH:4]=[CH:3][CH:2]=[C:6]([NH2:8])[N:1]=3)=[CH:3][CH:2]=2)[CH2:12][CH2:11]1 |f:0.1,2.3,4.5|. Procedure: Prepared as in Example 1, using 4-amino-piperidine-4-carboxylic acid pyrrolidine-amide, in 39% yield, mp 220° C. (dec.) as the hydrochloride salt. Starting materials: ClC1=NC=NC(=N1)Cl (2,4-dichloro-1,3,5-triazine), C(=O)([O-])[O-].[K+].[K+] (K2CO3), Cl.C1(=CC=CC=C1)[C@H]1[C@@H](C1)N (trans-2-phenylcyclopropylamine hydrochloride). Reaction conditions: temperature 0 celsius, time 1.25 hour. The product is ClC1=NC(=NC=N1)NC1C(C1)C1=CC=CC=C1 ((4-chloro-[1,3,5]triazin-2-yl)-(2-phenyl-cyclopropyl)amine). As a reaction SMILES: Cl[C:2]1[N:7]=[C:6]([Cl:8])[N:5]=[CH:4][N:3]=1.C([O-])([O-])=O.[K+].[K+].Cl.[C:16]1([C@@H:22]2[CH2:24][C@H:23]2[NH2:25])[CH:21]=[CH:20][CH:19]=[CH:18][CH:17]=1>>[Cl:8][C:6]1[N:5]=[CH:4][N:3]=[C:2]([NH:25][CH:23]2[CH2:24][CH:22]2[C:16]2[CH:21]=[CH:20][CH:19]=[CH:18][CH:17]=2)[N:7]=1 |f:1.2.3,4.5|. Procedure: A mixture of 2,4-dichloro-1,3,5-triazine (0.5 g, 3.34 mmol) and solid K2CO3 (2.3 g, 16.7 mmol) was suspended in ACCN (20 mL) under nitrogen at 0° C. followed by addition of trans-2-phenylcyclopropylamine hydrochloride (566 mg, 3.34 mmol). The mixture was stirred at 0° C. for 1.25 h. The reaction was quenched by pouring onto ice/water. The white solid formed was collected by suction filtration. The solid was dissolved into EtOAc (100 mL), washed with brine, dried over Na2SO4, concentrated under r... Reaction SMILES: [N+:1]([C:4]1[CH:9]=[CH:8][C:7]([S:10](Cl)(=[O:12])=[O:11])=[CH:6][CH:5]=1)([O-:3])=[O:2].[CH:14]([NH:17][CH2:18][CH2:19][N:20]([CH:24]([CH3:26])[CH3:25])[CH:21]([CH3:23])[CH3:22])([CH3:16])[CH3:15]>>[CH3:26][CH:24]([N:20]([CH:21]([CH3:23])[CH3:22])[CH2:19][CH2:18][N:17]([CH:14]([CH3:16])[CH3:15])[S:10]([C:7]1[CH:8]=[CH:9][C:4]([N+:1]([O-:3])=[O:2])=[CH:5][CH:6]=1)(=[O:12])=[O:11])[CH3:25]. Reactants: [N+](=O)([O-])C1=CC=C(C=C1)S(=O)(=O)Cl (p-Nitrobenzenesulfonyl chloride), C(C)(C)NCCN(C(C)C)C(C)C (N,N',N'-triisopropyl ethylene diamine). Product: CC(C)N(CCN(S(=O)(=O)C1=CC=C(C=C1)[N+](=O)[O-])C(C)C)C(C)C (N-[2-[bis(1-methylethyl)amino]ethyl]-N-(1-methylethyl)-4-nitrobenzene sulfonamide). Procedure details: p-Nitrobenzenesulfonyl chloride was reacted with N,N',N'-triisopropyl ethylene diamine to obtain the free base of N-[2-[bis(1-methylethyl)amino]ethyl]-N-(1-methylethyl)-4-nitrobenzene sulfonamide as a yellow solid, m.r. 98°-100° C. Reactants: CNCCCN1C(NC(C=2CCCCC12)=O)=O (1-[3-(methylamino)propyl]-5,6,7,8-tetrahydro-2,4(1H,3H)-quinazolinedione), FC1=CC=C(C=C1)S(=O)(=O)Cl (4-fluorophenylsulphonyl chloride), Cl (hydrochloric acid). The solvent is N1=CC=CC=C1 (pyridine). Yields the product O=C1N(C=2CCCCC2C(N1)=O)CCCN(S(=O)(=O)C1=CC=C(C=C1)F)C (N-[3-(2,4-dioxo-3,4,5,6,7,8-hexahydro-1(2H)-quinazolinyl)propyl]-4-fluoro-N-methylphenylsulphonamide). The yield is 34.1%. RXN SMILES: [CH3:1][NH:2][CH2:3][CH2:4][CH2:5][N:6]1[C:15]2[CH2:14][CH2:13][CH2:12][CH2:11][C:10]=2[C:9](=[O:16])[NH:8][C:7]1=[O:17].[F:18][C:19]1[CH:24]=[CH:23][C:22]([S:25](Cl)(=[O:27])=[O:26])=[CH:21][CH:20]=1.Cl>N1C=CC=CC=1>[O:17]=[C:7]1[NH:8][C:9](=[O:16])[C:10]2[CH2:11][CH2:12][CH2:13][CH2:14][C:15]=2[N:6]1[CH2:5][CH2:4][CH2:3][N:2]([CH3:1])[S:25]([C:22]1[CH:23]=[CH:24][C:19]([F:18])=[CH:20][CH:21]=1)(=[O:27])=[O:26]. Procedure: A solution of 75 mg (0.32 mmol) of 1-[3-(methylamino)propyl]-5,6,7,8-tetrahydro-2,4(1H,3H)-quinazolinedione and 61.5 mg (0.32 mmol) of 4-fluorophenylsulphonyl chloride in 3 ml of pyridine is stirred at room temperature overnight. The reaction mixture is then adjusted to pH 1 using 2-molar hydrochloric acid and extracted twice with in each case 20 ml of ethyl acetate. The organic phase is concentrated under reduced pressure and the resulting residue is purified by preparative HPLC (RP-C18, aceton...